The task is: describe an organic reaction: reactants, conditions, products, and yield. This data is from the Open Reaction Database (ORD), a public repository of structured organic reaction records. The reactants are N(=O)[O-].[Na+] (sodium nitrite), COC(=O)C(C)N(C1=C(C=CC=C1N)C)C(COC)=O (N-(1'-methoxycarbonyl-ethyl)-N-methoxyacetyl-2-methyl-6-aminoaniline), [N-]=[N+]=[N-].[Na+] (sodium azide), ice, Cl (hydrochloric acid). Run in O (water), O (water), CCOCC (ether). Product: COC(=O)C(C)N(C1=C(C=CC=C1N=[N+]=[N-])C)C(COC)=O (N-(1'-Methoxycarbonyl-ethyl)-N-methoxyacetyl-2-methyl-6-azidoaniline). Reaction SMILES: [CH3:1][O:2][C:3]([CH:5]([N:7]([C:16](=[O:20])[CH2:17][O:18][CH3:19])[C:8]1[C:13]([NH2:14])=[CH:12][CH:11]=[CH:10][C:9]=1[CH3:15])[CH3:6])=[O:4].Cl.N([O-])=O.[Na+].[N-:26]=[N+:27]=[N-].[Na+]>O.CCOCC>[CH3:1][O:2][C:3]([CH:5]([N:7]([C:16](=[O:20])[CH2:17][O:18][CH3:19])[C:8]1[C:13]([N:14]=[N+:26]=[N-:27])=[CH:12][CH:11]=[CH:10][C:9]=1[CH3:15])[CH3:6])=[O:4] |f:2.3,4.5|. Procedure details: 10.0 g of N-(1'-methoxycarbonyl-ethyl)-N-methoxyacetyl-2-methyl-6-aminoaniline were strirred up with 75 g of ice and 15 ml of conc. hydrochloric acid at 0° to 5° C. until a clear solution was formed. At 0° to 5° C. where then added dropwise, within 10 minutes, 2.5 g of sodium nitrite dissolved in 10 ml of water. The reddish-brown solution was stirred for a further 30 minutes at the above temperature, and 100 ml of ether were subsequently added. There was thereupon added dropwise at 0° to 5° C., ... Reactants: C(C)(=O)OC(C)C1=C(C=CC=C1)CS(=O)(=O)N (2-(1-acetyloxyethyl)benzenemethanesulfonamide), C[O-].[Na+] (sodium methoxide). Reaction SMILES: C([O:4][CH:5]([C:7]1[CH:12]=[CH:11][CH:10]=[CH:9][C:8]=1[CH2:13][S:14]([NH2:17])(=[O:16])=[O:15])[CH3:6])(=O)C.C[O-].[Na+]>CO>[OH:4][CH:5]([C:7]1[CH:12]=[CH:11][CH:10]=[CH:9][C:8]=1[CH2:13][S:14]([NH2:17])(=[O:15])=[O:16])[CH3:6] |f:1.2|. Yield: 93.5%. Reaction conditions: time 2 day. The solvent is CO (methanol). The product is OC(C)C1=C(C=CC=C1)CS(=O)(=O)N (2-(1-Hydroxyethyl)benzenemethanesulfonamide). Procedure: A mixture of 1.9 g (7.4 mmol) of 2-(1-acetyloxyethyl)benzenemethanesulfonamide, 0.18 g of sodium methoxide (3.3 mmol) and 20 ml of methanol was stirred at room temperature for 2 days. The mixture was concentrated under reduced pressure and the residue was partitioned between ethyl acetate and 0.1N HCl. The organic layer was dried (MgSO4) and concentrated to give 1.49 g of an oil which slowly solidified.